From a dataset of the Open Reaction Database (ORD), a public repository of structured organic reaction records. describe an organic reaction: reactants, conditions, products, and yield Starting materials: CI, CCOC(C)=O, COC(=O)c1ccc2c(-c3cccc(C(F)(F)F)c3)c[nH]c2c1, [H-], [Na+], CN(C)C=O, O. Yields the product COC(=O)c1ccc2c(-c3cccc(C(F)(F)F)c3)cn(C)c2c1. Reaction SMILES: [CH3:26][I:27].[CH3:33][CH2:34][O:35][C:36]([CH3:37])=[O:38].[F:1][C:2]([c:3]1[cH:4][c:5](-[c:9]2[cH:10][nH:11][c:12]3[cH:13][c:14]([C:18](=[O:19])[O:20][CH3:21])[cH:15][cH:16][c:17]23)[cH:6][cH:7][cH:8]1)([F:22])[F:23].[H-:25].[Na+:24].[O:28]=[CH:29][N:30]([CH3:31])[CH3:32].[OH2:39]>>[F:1][C:2]([c:3]1[cH:4][c:5](-[c:9]2[cH:10][n:11]([CH3:26])[c:12]3[cH:13][c:14]([C:18](=[O:19])[O:20][CH3:21])[cH:15][cH:16][c:17]23)[cH:6][cH:7][cH:8]1)([F:22])[F:23]. Starting materials: C(C)(C)(C)OP(=O)(OC(C)(C)C)C(C1=CC=C(CC(CC2=CC=C(C(=O)OC)C=C2)(C(C2=CC=CC=C2)=O)C2=CC=CC=C2)C=C1)(F)F (Methyl 4-(2-{4-[[di(tert-butoxy)phosphoryl](difluoro)methyl]benzyl}-3-oxo-2,3-diphenylpropyl)benzoate), crude mixture, [OH-].[Na+] (NaOH). The solvent is C1CCOC1 (THF). Conditions: time 18 hour. Yields the product FC(C1=CC=C(CC(CC2=CC=C(C(=O)O)C=C2)(C(C2=CC=CC=C2)=O)C2=CC=CC=C2)C=C1)(P(=O)(O)O)F (4-(2-{4-[Difluoro(phosphono)methyl]benzyl}-3-oxo-2,3diphenylpropyl)benzoic acid). Reaction SMILES: C([O:5][P:6]([C:13]([F:48])([F:47])[C:14]1[CH:46]=[CH:45][C:17]([CH2:18][C:19]([C:39]2[CH:44]=[CH:43][CH:42]=[CH:41][CH:40]=2)([C:31](=[O:38])[C:32]2[CH:37]=[CH:36][CH:35]=[CH:34][CH:33]=2)[CH2:20][C:21]2[CH:30]=[CH:29][C:24]([C:25]([O:27]C)=[O:26])=[CH:23][CH:22]=2)=[CH:16][CH:15]=1)([O:8]C(C)(C)C)=[O:7])(C)(C)C.[OH-].[Na+]>C1COCC1>[F:48][C:13]([F:47])([P:6]([OH:7])([OH:8])=[O:5])[C:14]1[CH:46]=[CH:45][C:17]([CH2:18][C:19]([C:39]2[CH:40]=[CH:41][CH:42]=[CH:43][CH:44]=2)([C:31](=[O:38])[C:32]2[CH:37]=[CH:36][CH:35]=[CH:34][CH:33]=2)[CH2:20][C:21]2[CH:22]=[CH:23][C:24]([C:25]([OH:27])=[O:26])=[CH:29][CH:30]=2)=[CH:16][CH:15]=1 |f:1.2|. Reported procedure: To the compound of Step 1 (0.040 g, 0.059 mmol) was treated as described in Example 19 Step 6. To the crude mixture was added 2 mL of THF and 1 mL of 1N NaOH. After a period of 18 h at 60° C., the mixture was evaporated and purified by RP-HPLC. Starting materials: C(O)([O-])=O.[Na+] (sodium hydrogen carbonate), N1=CC=CC=C1 (pyridine), C(C)(=O)OC(C)=O (acetic anhydride), C(C1=CC=CC=C1)C=1C=C2N3C1C(=C(C3=CC=C2)CC)C2=CC=C(C=C2)O (3-Benzyl-1-ethyl-2-(4-hydroxyphenyl)pyrrolo[2,1,5-cd]indolizine). Solvent: O1CCCC1 (tetrahydrofuran). Reaction conditions: time 24 hour. The product is C(C)(=O)OC1=CC=C(C=C1)C1=C(C2=CC=CC=3N2C1=C(C3)CC3=CC=CC=C3)CC (2-(4-acetoxyphenyl)-3-benzyl-1-ethylpyrrolo[2,1,5-cd]indolizine). The yield is 35.0%. Reaction SMILES: [CH2:1]([C:8]1[CH:9]=[C:10]2[CH:18]=[CH:17][CH:16]=[C:15]3[N:11]2[C:12]=1[C:13]([C:21]1[CH:26]=[CH:25][C:24]([OH:27])=[CH:23][CH:22]=1)=[C:14]3[CH2:19][CH3:20])[C:2]1[CH:7]=[CH:6][CH:5]=[CH:4][CH:3]=1.N1C=CC=CC=1.[C:34](OC(=O)C)(=[O:36])[CH3:35].C(=O)([O-])O.[Na+]>O1CCCC1>[C:34]([O:27][C:24]1[CH:25]=[CH:26][C:21]([C:13]2[C:12]3=[C:8]([CH2:1][C:2]4[CH:3]=[CH:4][CH:5]=[CH:6][CH:7]=4)[CH:9]=[C:10]4[N:11]3[C:15](=[CH:16][CH:17]=[CH:18]4)[C:14]=2[CH2:19][CH3:20])=[CH:22][CH:23]=1)(=[O:36])[CH3:35] |f:3.4|. Procedure details: 3-Benzyl-1-ethyl-2-(4-hydroxyphenyl)pyrrolo[2,1,5-cd]indolizine (143 mg, 0.66 mmol) was dissolved in 10 ml of dry tetrahydrofuran and -.10 ml of dry pyridine and acetic anhydride (0.6 ml, 5.43 mmol) was added. The mixture was stirred at room temperature for 24 hours. The reaction mixture was poured into 100 ml of saturated sodium hydrogen carbonate and stirred for 20 minutes. The organic material was extracted into dichloromethane (4×50 ml), and the combined organic layers were washed with brine... Reactants: N (NH3), C(=O)(O)[C@H]1C[C@H]2[C@@H]3CCC([C@@]3(C)CC[C@@H]2[C@]2(CCC(CC12)=O)C)=O (6α-carboxyandrostane-3,17-dione). The solvent is C1CCOC1 (THF), C1(=CC=CC=C1)C (toluene), O=S(Cl)Cl (SOCl2). Reaction conditions: temperature 85 celsius, time 5.5 hour. Yields the product C(N)(=O)[C@H]1C[C@H]2[C@@H]3CCC([C@@]3(C)CC[C@@H]2[C@]2(CCC(CC12)=O)C)=O (6α-Carbamoylandrostane-3,17-dione). Reaction SMILES: [C:1]([C@@H:4]1[CH:21]2[C@:16]([CH3:23])([CH2:17][CH2:18][C:19](=[O:22])[CH2:20]2)[C@@H:15]2[C@H:6]([C@H:7]3[C@@:11]([CH2:13][CH2:14]2)([CH3:12])[C:10](=[O:24])[CH2:9][CH2:8]3)[CH2:5]1)(O)=[O:2].[NH3:25]>C1(C)C=CC=CC=1.O=S(Cl)Cl.C1COCC1>[C:1]([C@@H:4]1[CH:21]2[C@:16]([CH3:23])([CH2:17][CH2:18][C:19](=[O:22])[CH2:20]2)[C@@H:15]2[C@H:6]([C@H:7]3[C@@:11]([CH2:13][CH2:14]2)([CH3:12])[C:10](=[O:24])[CH2:9][CH2:8]3)[CH2:5]1)(=[O:2])[NH2:25]. Reported procedure: To a stirred suspension of 6α-carboxyandrostane-3,17-dione (1.20 g) in dry toluene (12 mL), SOCl2 (1.2 mL) was added. After stirring 5.5 h at 85° C. the solution was cooled at 0° C. and 2M NH3 solution in THF (6 mL) was added. After stirring overnight at room temperature, the mixture was evaporated to dryness. The residue was treated with CH2Cl2 and H2O and extracted with CH2Cl2. The combined organic extracts were washed with 10% K2CO3 solution, brine, dried over Na2SO4 and evaporated to dryness... The reactants are C(CC)S(=O)(=O)C1=CC=C(C=O)C=C1 (4-(propylsulphonyl)benzaldehyde), solution, C1(CC1)[Mg]Br (cyclopropylmagnesium bromide). Solvent: O1CCCC1 (tetrahydrofuran), O1CCCC1 (tetrahydrofuran). Product: C1(CC1)C(O)C1=CC=C(C=C1)S(=O)(=O)CCC (Cyclopropyl-[4-(propylsulphonyl)phenyl]methanol). Reaction SMILES: [CH2:1]([S:4]([C:7]1[CH:14]=[CH:13][C:10]([CH:11]=[O:12])=[CH:9][CH:8]=1)(=[O:6])=[O:5])[CH2:2][CH3:3].[CH:15]1([Mg]Br)[CH2:17][CH2:16]1>O1CCCC1>[CH:15]1([CH:11]([C:10]2[CH:13]=[CH:14][C:7]([S:4]([CH2:1][CH2:2][CH3:3])(=[O:6])=[O:5])=[CH:8][CH:9]=2)[OH:12])[CH2:17][CH2:16]1. Procedure: To 4-(propylsulphonyl)benzaldehyde (0.58 g) in dry tetrahydrofuran (5 mL), at −78° C. under nitrogen, was added a 0.5 M solution of cyclopropylmagnesium bromide in tetrahydrofuran (6.0 mL), slowly with stirring. The mixture was stirred for 1.75 h, quenched by addition of acetic acid (0.5 mL), then warmed to room temperature and partitioned between ethyl acetate and water. The organic phase was washed with brine, solvent stripped, and the residue chromatographed on silica gel, eluent 35% to 50% e... Starting materials: C([O-])([O-])=O.[Na+].[Na+] (sodium carbonate), ClC=1C=C(C=C(C1C=1C(N(C2(C1O)CCN(CC2)OC)C)=O)C)C2=CC=C(C=C2)Cl (3-(3,4′-dichloro-5-methyl-biphenyl-4-yl)-4-hydroxy-8-methoxy-1-methyl-1,8-diaza-spiro[4.5]dec-3-en-2-one), C(O)([O-])=O.[Na+] (sodium hydrogen carbonate), S(=O)(=O)(Cl)Cl (sulfuryl chloride). The solvent is ClCCl (dichloromethane), ClCCl (dichloromethane). Reaction conditions: temperature 0 celsius, time 8 hour. Yields the product ClC1(C(N(C2(C1=O)CCN(CC2)OC)C)=O)C2=C(C=C(C=C2C)C2=CC=C(C=C2)Cl)Cl (3-Chloro-3-(3,4′-dichloro-5-methyl-biphenyl-4-yl)-8-methoxy-1-methyl-1,8-diaza-spiro[4.5]decane-2,4-dione). RXN SMILES: [Cl:1][C:2]1[CH:3]=[C:4]([C:24]2[CH:29]=[CH:28][C:27]([Cl:30])=[CH:26][CH:25]=2)[CH:5]=[C:6]([CH3:23])[C:7]=1[C:8]1[C:9](=[O:22])[N:10]([CH3:21])[C:11]2([CH2:18][CH2:17][N:16]([O:19][CH3:20])[CH2:15][CH2:14]2)[C:12]=1[OH:13].C(=O)([O-])O.[Na+].S(Cl)([Cl:39])(=O)=O.C(=O)([O-])[O-].[Na+].[Na+]>ClCCl>[Cl:39][C:8]1([C:7]2[C:6]([CH3:23])=[CH:5][C:4]([C:24]3[CH:25]=[CH:26][C:27]([Cl:30])=[CH:28][CH:29]=3)=[CH:3][C:2]=2[Cl:1])[C:12](=[O:13])[C:11]2([CH2:14][CH2:15][N:16]([O:19][CH3:20])[CH2:17][CH2:18]2)[N:10]([CH3:21])[C:9]1=[O:22] |f:1.2,4.5.6|. Reported procedure: To a solution of 3-(3,4′-dichloro-5-methyl-biphenyl-4-yl)-4-hydroxy-8-methoxy-1-methyl-1,8-diaza-spiro[4.5]dec-3-en-2-one (100 mg, 0.224 mmol) and sodium hydrogen carbonate (47 mg, 0.560 mmol) in dichloromethane (5 ml) at −5° C. was added sulfuryl chloride (0.017 ml, 28.3 mg, 0.210 mmol) in dichloromethane (0.5 ml) dropwise. The reaction mixture was stirred at 0° C. for 30 minutes and at room temperature overnight, poured on saturated aqueous sodium carbonate, the layers were separated, the wate...